From a dataset of the Open Reaction Database (ORD), a public repository of structured organic reaction records. describe an organic reaction: reactants, conditions, products, and yield Reactants: CC1=C(CC(C(C1)(C)Cl)Cl)/C=C/Cl (PC-2), C1=CC(=CC(=C1)CN)CN (MXDA), CC(C)(C#N)N=NC(C)(C)C#N (azobisisobutylonitrile). Conditions: time 1 hour. Yields the product C1=CC=CC2=CC=CC=C12 (Naphthalene). Reaction SMILES: [CH3:1][C:2]1[CH2:7][C:6](Cl)(C)[CH:5](Cl)[CH2:4][C:3]=1/[CH:11]=[CH:12]/Cl.[CH:14]1C=C(CN)C=C(CN)C=1.CC(N=NC(C#N)(C)C)(C#N)C>>[CH:1]1[C:2]2[C:3](=[CH:4][CH:5]=[CH:6][CH:7]=2)[CH:11]=[CH:12][CH:14]=1. Reported procedure: A laminate-type organic electrophotographic photoreceptor was produced in the same manner and in the same ratios of starting materials as in Example 24 except that (PC-1) was replaced by (PC-2), MXDA by azobisisobutylonitrile (AIBN), and the conditions of the reaction after the drying were changed to 120° C., 1 hour. Product: BrC1=CC(=C(C=C1)NC=1C(=CC2=C(N=CN2C)C1F)C(=O)O)Cl (6-(4-Bromo-2-chlorophenylamino)-7-fluoro-3-methyl-3H-benzoimidazole-5-carboxylic acid). Yield: 569.1%. As a reaction SMILES: C[O:2][C:3]([C:5]1[C:14]([NH2:15])=[C:13]([F:16])[C:8]2[N:9]=[CH:10][N:11]([CH3:12])[C:7]=2[CH:6]=1)=[O:4].C(=O)([O-])[O-].[Cs+].[Cs+].[Br:23][C:24]1[CH:29]=[CH:28][C:27](I)=[C:26]([Cl:31])[CH:25]=1.S(=O)(=O)(O)O.[OH-].[Na+]>C1(OC)C=CC=CC=1.CO>[Br:23][C:24]1[CH:29]=[CH:28][C:27]([NH:15][C:14]2[C:5]([C:3]([OH:2])=[O:4])=[CH:6][C:7]3[N:11]([CH3:12])[CH:10]=[N:9][C:8]=3[C:13]=2[F:16])=[C:26]([Cl:31])[CH:25]=1 |f:1.2.3,6.7|. Procedure: To a stirred mixture of 6-amino-7-fluoro-3-methyl-3H-benzoimidazole-5-carboxylic acid methyl ester (6) (8.00 g, 34.16 mmol) and cesium carbonate (22.48 g, 68.31 mmol) in anhydrous anisole (76 mL) under nitrogen was added 4-bromo-2-chloroiodobenzene (1.60 g, 1.10 equiv., 4.88 mmol). The preformed catalyst, as prepared above, was then added to the mixture to provide a dark brown suspension, which was heated at 100±2° C., with stirring at 350 rpm. The reaction was monitored by HPLC analysis. After ... Run at temperature 100 celsius, time 41 hour. Run in CO (methanol), C1(=CC=CC=C1)OC (anisole), C1(=CC=CC=C1)OC (anisole). Starting materials: [OH-].[Na+] (sodium hydroxide), S(O)(O)(=O)=O (sulfuric acid), COC(=O)C1=CC2=C(N=CN2C)C(=C1N)F (6-Amino-7-fluoro-3-methyl-3H-benzoimidazole-5-carboxylic acid methyl ester), ester, COC(=O)C1=CC2=C(N=CN2C)C(=C1N)F (6-Amino-7-fluoro-3-methyl-3H-benzoimidazole-5-carboxylic acid methyl ester), C([O-])([O-])=O.[Cs+].[Cs+] (cesium carbonate), BrC1=CC(=C(C=C1)I)Cl (4-bromo-2-chloroiodobenzene), S(O)(O)(=O)=O (sulfuric acid).